From a dataset of the Open Reaction Database (ORD), a public repository of structured organic reaction records. describe an organic reaction: reactants, conditions, products, and yield Reactants: Br, COc1cccc(C2CCN(CCCc3ccccc3)CC2)c1, Cl. The product is Oc1cccc(C2CCN(CCCc3ccccc3)CC2)c1. Reaction SMILES: [BrH:25].[CH3:2][O:3][c:4]1[cH:5][c:6]([CH:10]2[CH2:11][CH2:12][N:13]([CH2:16][CH2:17][CH2:18][c:19]3[cH:20][cH:21][cH:22][cH:23][cH:24]3)[CH2:14][CH2:15]2)[cH:7][cH:8][cH:9]1.[ClH:1]>>[OH:3][c:4]1[cH:5][c:6]([CH:10]2[CH2:11][CH2:12][N:13]([CH2:16][CH2:17][CH2:18][c:19]3[cH:20][cH:21][cH:22][cH:23][cH:24]3)[CH2:14][CH2:15]2)[cH:7][cH:8][cH:9]1. Reactants: II (iodine), O=CC1=CC(OC)=C(O)C=C1 (Vanillin), [Na+].[I-] (NaI), OS(=O)(=O)O (H2SO4), OS(=O)(=O)O (H2SO4). Solvent: [OH-].[Na+] (NaOH). Run at temperature 90 celsius. The product is IC=1C(=C(C=C(C=O)C1)OC)O (5-iodovanillin). Isolated yield 95.3%. RXN SMILES: [O:1]=[CH:2][C:3]1[CH:11]=[CH:10][C:8]([OH:9])=[C:5]([O:6][CH3:7])[CH:4]=1.[Na+].[I-:13].OS(O)(=O)=O.II>[OH-].[Na+]>[I:13][C:10]1[C:8]([OH:9])=[C:5]([O:6][CH3:7])[CH:4]=[C:3]([CH:11]=1)[CH:2]=[O:1] |f:1.2,5.6|. Procedure: Vanillin (28.4 g, 200 mmole (millimole)) was dissolved in 1N NaOH (200 ml) and warmed to 90° C. to avoid precipitation of sodium vanillate. A 2 molar aqueous solution of NaI3.NaI (105 ml, 210 mmole I2) plus 3.55 molar aqueous H2SO4 (5 ml) was added over 3 hours with stirring. The iodine color was discharged, and a pale tan stirrable precipitate formed. The solution was then cooled to room temperature, acidified to pH 2-3 with 20% aqueous H2SO4, and extracted with 10% methanol/90% chloroform. The...